Task: describe an organic reaction: reactants, conditions, products, and yield. Dataset: the Open Reaction Database (ORD), a public repository of structured organic reaction records Reactants: BrCC(=O)CBr (bromomethyl ketone), C1(=CC=CC=C1)P(O)(=O)C1=CC=CC=C1 (diphenylphosphinic acid). The solvent is [F-].[K+].CN(C)C=O (KF DMF). The product is C1(=CC=CC=C1)P(=O)(C1=CC=CC=C1)OCC(=O)COP(=O)(C1=CC=CC=C1)C1=CC=CC=C1 (diphenylphosphoryloxymethyl ketone). Reaction SMILES: Br[CH2:2][C:3]([CH2:5]Br)=[O:4].[C:7]1([P:13]([C:16]2[CH:21]=[CH:20][CH:19]=[CH:18][CH:17]=2)(=[O:15])[OH:14])[CH:12]=[CH:11][CH:10]=[CH:9][CH:8]=1>[F-].[K+].CN(C=O)C>[C:7]1([P:13]([O:14][CH2:2][C:3]([CH2:5][O:15][P:13]([C:16]2[CH:17]=[CH:18][CH:19]=[CH:20][CH:21]=2)([C:7]2[CH:12]=[CH:11][CH:10]=[CH:9][CH:8]=2)=[O:14])=[O:4])([C:16]2[CH:21]=[CH:20][CH:19]=[CH:18][CH:17]=2)=[O:15])[CH:8]=[CH:9][CH:10]=[CH:11][CH:12]=1 |f:2.3.4|. Procedure details: (2S)-4-(tert-butoxy)-2-({[(5R)-5-isopropyl-3-(1-isoquinolinyl)-4,5-dihydro-5-isoxazolyl]carbonyl}amino)-4-oxobutanoic acid [obtained by coupling reaction of Compound (VIIf) with Asp(O-t-Bu)-OMe and hydrolysis] was reacted according to the same procedure as Preparation 5 to give bromomethyl ketone derivative (tert-butyl (3S)-5-bromo-3-({[(5R)-5-isopropyl-3-(1-isoquinolinyl)-4,5-dihydro-5-isoxazolyl]carbonyl}amino)-4-oxopentanoate). This bromomethyl ketone derivative was reacted with diphenylphosp... Procedure details: To a solution of diethyl 2-methyl-4-(2-nitrophenyl)-6-formyl-1,4-dihydropyridine-3,5-dicarboxylate (2.0881 g) in ethanol (20 ml) was gradually added sodium borohydride (0.1892 g) under stirring and the resultant mixture was further stirred at room temperature for an hour. The solution was acidified with dilute hydrochloric acid and stirred at room temperature for 30 minutes. After the resultant solution was filtered, the filtrate was concentrated under reduced pressure and extracted with ethyl a... Yield: 88.6%. The product is CC=1NC(=C(C(C1C(=O)OCC)C1=C(C=CC=C1)[N+](=O)[O-])C(=O)OCC)CO (diethyl 2-methyl-4-(2-nitrophenyl)-6-hydroxymethyl-1,4-dihydropyridine-3,5-dicarboxylate). Run in C(C)O (ethanol). The reactants are CC=1NC(=C(C(C1C(=O)OCC)C1=C(C=CC=C1)[N+](=O)[O-])C(=O)OCC)C=O (diethyl 2-methyl-4-(2-nitrophenyl)-6-formyl-1,4-dihydropyridine-3,5-dicarboxylate), Cl (hydrochloric acid), [BH4-].[Na+] (sodium borohydride), resultant mixture. Reaction SMILES: [CH3:1][C:2]1[NH:3][C:4]([CH:27]=[O:28])=[C:5]([C:22]([O:24][CH2:25][CH3:26])=[O:23])[CH:6]([C:13]2[CH:18]=[CH:17][CH:16]=[CH:15][C:14]=2[N+:19]([O-:21])=[O:20])[C:7]=1[C:8]([O:10][CH2:11][CH3:12])=[O:9].[BH4-].[Na+].Cl>C(O)C>[CH3:1][C:2]1[NH:3][C:4]([CH2:27][OH:28])=[C:5]([C:22]([O:24][CH2:25][CH3:26])=[O:23])[CH:6]([C:13]2[CH:18]=[CH:17][CH:16]=[CH:15][C:14]=2[N+:19]([O-:21])=[O:20])[C:7]=1[C:8]([O:10][CH2:11][CH3:12])=[O:9] |f:1.2|. Starting materials: C(C1=CC=CC=C1)N1C=NC(=C1)CC(=O)OCC (Ethyl 1-Benzylimidazol-4-ylacetate), [H-].[H-].[H-].[H-].[Li+].[Al+3] (LiAlH4). Solvent: C1CCOC1 (THF). Product: C(C1=CC=CC=C1)N1C=NC(=C1)CCO (2-(1-Benzylimidazol-4-yl)ethanol). RXN SMILES: [CH2:1]([N:8]1[CH:12]=[C:11]([CH2:13][C:14](OCC)=[O:15])[N:10]=[CH:9]1)[C:2]1[CH:7]=[CH:6][CH:5]=[CH:4][CH:3]=1.[H-].[H-].[H-].[H-].[Li+].[Al+3]>C1COCC1>[CH2:1]([N:8]1[CH:12]=[C:11]([CH2:13][CH2:14][OH:15])[N:10]=[CH:9]1)[C:2]1[CH:3]=[CH:4][CH:5]=[CH:6][CH:7]=1 |f:1.2.3.4.5.6|. Procedure details: To a stirred solution of 3-3 (4.6 g, 19 mmol) in THF (50 mL) at ambient temperature was added LiAlH4 (9.4 mL, 9.4 mmol; 1M THF solution). After 1.0 h the reaction was quenched with sat. NaK tartrate solution. The mixture was poured into a EtOAc/H2O mixture. The organic portion was washed with brine, dried (MgSO4) and concentrated to give 3-4 as a yellow viscous oil. Starting materials: C(C)(=O)[O-].[K+] (potassium acetate), BrCCCOC=1C(=CC=C2C(=CC(OC12)=O)NC1=C(C=NC=C1Cl)Cl)OC (8-(3-Bromopropoxy)-4-(3,5-dichloropyridin-4-ylamino)-7-methoxy-2H-chromen-2-one). Yields the product ClC=1C=NC=C(C1NC1=CC(OC2=C(C(=CC=C12)OC)OCCCO)=O)Cl (4-(3,5-Dichloropyridin-4-ylamino)-8-(3-hydroxypropoxy)-7-methoxy-2H-chromen-2-one). Reaction SMILES: C([O-])(=[O:3])C.[K+].Br[CH2:7][CH2:8][CH2:9][O:10][C:11]1[C:12]([O:31][CH3:32])=[CH:13][CH:14]=[C:15]2[C:20]=1[O:19][C:18](=[O:21])[CH:17]=[C:16]2[NH:22][C:23]1[C:28]([Cl:29])=[CH:27][N:26]=[CH:25][C:24]=1[Cl:30]>>[Cl:30][C:24]1[CH:25]=[N:26][CH:27]=[C:28]([Cl:29])[C:23]=1[NH:22][C:16]1[C:15]2[C:20](=[C:11]([O:10][CH2:9][CH2:8][CH2:7][OH:3])[C:12]([O:31][CH3:32])=[CH:13][CH:14]=2)[O:19][C:18](=[O:21])[CH:17]=1 |f:0.1|. Reported procedure: The title compound can be prepared from potassium acetate and 8-(3-bromopropoxy)-4-(3,5-dichloropyridin-4-ylamino)-7-methoxy-2H-chromen-2-one (Example 30) following the procedures outlined in Examples 52 & 42. 1H NMR (400 MHz, DMSO-d6): δ 9.52 (s, 1H), 8.81 (s, 2H), 7.94 (d, 1H), 7.20 (d, 1H), 4.64 (s, 1H), 4.44 (t, 1H), 4.07 (t, 2H), 3.92 (s, 3H), 3.57 (q, 2H), 1.82 (m, 2H); MS (ESI): 410.8. Yields the product OCCN1CCN(CC1)C1=C(C(=O)O)C=CC=N1 (2-[4-(2-hydroxyethyl)piperazin-1-yl]nicotinic acid). Reaction SMILES: [OH:1][CH2:2][CH2:3][N:4]1[CH2:9][CH2:8][NH:7][CH2:6][CH2:5]1.Cl[C:11]1[N:19]=[CH:18][CH:17]=[CH:16][C:12]=1[C:13]([OH:15])=[O:14]>O1CCOCC1>[OH:1][CH2:2][CH2:3][N:4]1[CH2:9][CH2:8][N:7]([C:11]2[N:19]=[CH:18][CH:17]=[CH:16][C:12]=2[C:13]([OH:15])=[O:14])[CH2:6][CH2:5]1. Reported procedure: Operation was carried out in a manner similar to the one previously described in Example 5, using 10.4 g of 1-(2-hydroxyethyl)piperazine and 6.3 g of 2-chloronicotinic acid in 100 ml dioxane under reflux for 18 hours. Grams 3.9 of 2-[4-(2-hydroxyethyl)piperazin-1-yl]nicotinic acid, melting at 148°-171° C. (with decomposition), were obtained. Starting materials: OCCN1CCNCC1 (1-(2-hydroxyethyl)piperazine), ClC1=C(C(=O)O)C=CC=N1 (2-chloronicotinic acid). Run in O1CCOCC1 (dioxane).